Dataset: the Open Reaction Database (ORD), a public repository of structured organic reaction records. Task: describe an organic reaction: reactants, conditions, products, and yield Reactants: C(C)(C)N(C(C)C)CC (N,N-diisopropylethylamine), N1=CC(=CC=C1)CNC(=O)C1=CC=C2CNC3=C(CN21)C=CC=C3 (N-(pyridin-3-ylmethyl)-10,11-dihydro-5H-pyrrolo[2,1-c][1,4]benzodiazepine-3-carboxamide), C(C1=CC=CC=C1)(=O)Cl (benzoyl chloride). Solvent: O1CCCC1 (tetrahydrofuran). Run at time 21 hour. The product is C(C1=CC=CC=C1)(=O)N1CC=2N(CC3=C1C=CC=C3)C(=CC2)C(=O)NCC=2C=NC=CC2 (10-Benzoyl-N-(pyridin-3-ylmethyl)-10,11-dihydro-5H-pyrrolo[2,1-c][1,4]benzodiazepine-3-carboxamide). Isolated yield 80.2%. As a reaction SMILES: [N:1]1[CH:6]=[CH:5][CH:4]=[C:3]([CH2:7][NH:8][C:9]([C:11]2[N:20]3[C:14]([CH2:15][NH:16][C:17]4[CH:24]=[CH:23][CH:22]=[CH:21][C:18]=4[CH2:19]3)=[CH:13][CH:12]=2)=[O:10])[CH:2]=1.C(N(CC)C(C)C)(C)C.[C:34](Cl)(=[O:41])[C:35]1[CH:40]=[CH:39][CH:38]=[CH:37][CH:36]=1>O1CCCC1>[C:34]([N:16]1[C:17]2[CH:24]=[CH:23][CH:22]=[CH:21][C:18]=2[CH2:19][N:20]2[C:11]([C:9]([NH:8][CH2:7][C:3]3[CH:2]=[N:1][CH:6]=[CH:5][CH:4]=3)=[O:10])=[CH:12][CH:13]=[C:14]2[CH2:15]1)(=[O:41])[C:35]1[CH:40]=[CH:39][CH:38]=[CH:37][CH:36]=1. Procedure details: To a suspension of N-(pyridin-3-ylmethyl)-10,11-dihydro-5H-pyrrolo[2,1-c][1,4]benzodiazepine-3-carboxamide of Step C (300 mg, 0.942 mmol) in dry tetrahydrofuran (15 mL) at room temperature under nitrogen was added N,N-diisopropylethylamine (0.26 mL, 1.508 mmol) followed by benzoyl chloride (0.165 mL, 1.41 mmol) and the reaction mixture stirred at room temperature for 21 hours. The reaction was quenched by the addition of 2 M sodium hydroxide (5 mL) and then the mixture partitioned between ethyl ...